Dataset: the Open Reaction Database (ORD), a public repository of structured organic reaction records. Task: describe an organic reaction: reactants, conditions, products, and yield The reactants are CCN1C(=O)C2CC(c3ccc([N+](=O)[O-])cc3)(C2)C1=O, CO. Yields the product CCN1C(=O)C2CC(c3ccc(N)cc3)(C2)C1=O. As a reaction SMILES: [CH2:1]([CH3:2])[N:3]1[C:4](=[O:20])[C:5]2([c:11]3[cH:12][cH:13][c:14]([N+:17]([O-:18])=[O:19])[cH:15][cH:16]3)[CH2:6][CH:7]([C:8]1=[O:9])[CH2:10]2.[CH3:21][OH:22]>>[CH2:1]([CH3:2])[N:3]1[C:4](=[O:20])[C:5]2([c:11]3[cH:12][cH:13][c:14]([NH2:17])[cH:15][cH:16]3)[CH2:6][CH:7]([C:8]1=[O:9])[CH2:10]2. Starting materials: ClCCCl, O=CN(CC(CC1CCCC1)C(=O)O)OCc1ccccc1, Cc1nc(NN)c(F)c(N(C)CCc2ccncc2)n1, CN(C)C=O, On1nnc2cccnc21. Yields the product Cc1nc(NNC(=O)C(CC2CCCC2)CN(C=O)OCc2ccccc2)c(F)c(N(C)CCc2ccncc2)n1. RXN SMILES: [CH2:43]([Cl:44])[CH2:45][Cl:46].[CH:1]1([CH2:6][CH:7]([C:8](=[O:9])[OH:10])[CH2:11][N:12]([O:13][CH2:14][c:15]2[cH:16][cH:17][cH:18][cH:19][cH:20]2)[CH:21]=[O:22])[CH2:2][CH2:3][CH2:4][CH2:5]1.[F:23][c:24]1[c:25]([N:33]([CH2:34][CH2:35][c:36]2[cH:37][cH:38][n:39][cH:40][cH:41]2)[CH3:42])[n:26][c:27]([CH3:32])[n:28][c:29]1[NH:30][NH2:31].[O:57]=[CH:58][N:59]([CH3:60])[CH3:61].[OH:47][n:48]1[c:49]2[n:50][cH:51][cH:52][cH:53][c:54]2[n:55][n:56]1>>[CH:1]1([CH2:6][CH:7]([C:8](=[O:10])[NH:31][NH:30][c:29]2[c:24]([F:23])[c:25]([N:33]([CH2:34][CH2:35][c:36]3[cH:37][cH:38][n:39][cH:40][cH:41]3)[CH3:42])[n:26][c:27]([CH3:32])[n:28]2)[CH2:11][N:12]([O:13][CH2:14][c:15]2[cH:16][cH:17][cH:18][cH:19][cH:20]2)[CH:21]=[O:22])[CH2:2][CH2:3][CH2:4][CH2:5]1.